Dataset: the Open Reaction Database (ORD), a public repository of structured organic reaction records. Task: describe an organic reaction: reactants, conditions, products, and yield The reactants are FC1=C(C=CC=C1)C1CC(=NO1)C=1N=C(SC1)C1CCN(CC1)C(=O)OC(C)(C)C (1,1-dimethylethyl 4-[4-(4,5-dihydro-5-(2-fluorophenyl)-3-isoxazolyl)-2-thiazolyl]-1-piperidinecarboxylate), FC1=C(C=CC=C1)C1CC(=NO1)C=1N=C(SC1)C1CCN(CC1)C(=O)OC(C)(C)C (1,1-dimethylethyl 4-[4-(4,5-dihydro-5-(2-fluorophenyl)-3-isoxazolyl)-2-thiazolyl]-1-piperidinecarboxylate), Cl (hydrogen chloride). Solvent: C(C)O (ethanol), CCOCC (ether). Run at time 8 hour. Yields the product Cl.FC1=C(C=CC=C1)C1CC(=NO1)C=1N=C(SC1)C1CCNCC1 (4-[4-[5-(2-fluorophenyl)-4,5-dihydro-3-isoxazolyl)-2-thiazolyl]piperidine hydrochloride). RXN SMILES: [F:1][C:2]1[CH:7]=[CH:6][CH:5]=[CH:4][C:3]=1[CH:8]1[O:12][N:11]=[C:10]([C:13]2[N:14]=[C:15]([CH:18]3[CH2:23][CH2:22][N:21](C(OC(C)(C)C)=O)[CH2:20][CH2:19]3)[S:16][CH:17]=2)[CH2:9]1.[ClH:31]>C(O)C.CCOCC>[ClH:31].[F:1][C:2]1[CH:7]=[CH:6][CH:5]=[CH:4][C:3]=1[CH:8]1[O:12][N:11]=[C:10]([C:13]2[N:14]=[C:15]([CH:18]3[CH2:23][CH2:22][NH:21][CH2:20][CH2:19]3)[S:16][CH:17]=2)[CH2:9]1 |f:4.5|. Procedure: To a solution of 1,1-dimethylethyl 4-[4-(4,5-dihydro-5-(2-fluorophenyl)-3-isoxazolyl)-2-thiazolyl]-1-piperidinecarboxylate (i.e. the product of Step B) (1.05 g, 2.43 mmol) in ethanol (20 mL) was added a solution of hydrogen chloride in ether (2 M, 12.2 mL). The reaction mixture was stirred at room temperature overnight and then concentrated under reduced pressure to provide the title compound as colorless solid (0.807 g) Reactants: C1(CCCCC1)P(C1=C(C=CC=C1)C1=CC=CC=C1)C1CCCCC1 (2-(dicyclohexylphospino)biphenyl), ClC1=NC(=CC(=N1)C)C (2-chloro-4,6-dimethylpyrimidine), NC1CCN(CC1)C(=O)OC(C)(C)C (4-amino-1-Boc-piperidine), CC(C)([O-])C.[Na+] (sodium tert-butoxide). The reagents and catalysts are C(C)(=O)[O-].[Pd+2].C(C)(=O)[O-] (palladium(II) acetate). Solvent: O1CCOCC1 (dioxane), C(C)(=O)OCC (ethyl acetate). Reaction conditions: temperature 130 celsius, time 5 hour. The product is C(C)(C)(C)OC(=O)N1CCC(CC1)NC1=NC(=CC(=N1)C)C (4-(4,6-Dimethyl-pyrimidin-2-ylamino)-piperidine-1-carboxylic acid tert-butyl ester). Isolated yield 50.7%. As a reaction SMILES: Cl[C:2]1[N:7]=[C:6]([CH3:8])[CH:5]=[C:4]([CH3:9])[N:3]=1.[NH2:10][CH:11]1[CH2:16][CH2:15][N:14]([C:17]([O:19][C:20]([CH3:23])([CH3:22])[CH3:21])=[O:18])[CH2:13][CH2:12]1.CC(C)([O-])C.[Na+].C1(P(C2CCCCC2)C2C=CC=CC=2C2C=CC=CC=2)CCCCC1>O1CCOCC1.C(OCC)(=O)C.C([O-])(=O)C.[Pd+2].C([O-])(=O)C>[C:20]([O:19][C:17]([N:14]1[CH2:15][CH2:16][CH:11]([NH:10][C:2]2[N:7]=[C:6]([CH3:8])[CH:5]=[C:4]([CH3:9])[N:3]=2)[CH2:12][CH2:13]1)=[O:18])([CH3:23])([CH3:21])[CH3:22] |f:2.3,7.8.9|. Procedure details: To a mixture of 2-chloro-4,6-dimethylpyrimidine (5.00 g, 0.035 mol), 4-amino-1-Boc-piperidine (7.023 g, 0.035 mol), sodium tert-butoxide (5.055 g, 0.53 mol) in dioxane (120 mL) was added under an argon atmosphere palladium(II) acetate (0.630 g, 0.003 mol) and 2-(dicyclohexylphospino)biphenyl (1.966 g, 0.006 mmol). The reaction mixture was stirred for 5 hours at 130° C. It was diluted with ethyl acetate (400 mL) and washed with aqueous sodium carbonate (1M, 200 mL), water (200 mL) and brine (150 ... Reactants: Cl (HCl), C(C)(=O)[O-].[Na+] (sodium acetate), Cl.NCC(=O)C=1OC=CC1 (2-furyl aminomethyl ketone hydrochloride), C(C)(=O)OC(C)=O (acetic anhydride), C(C)(=O)NCC(=O)C=1OC=CC1 (2-furyl acetamidomethyl ketone), C=O (formalin), C([O-])(O)=O.[Na+] (sodium bicarbonate). Run in C(C)(=O)O (acetic acid), CO (methanol). Product: O1C(=CC=C1)C(C(NC(C)=O)C(=O)C(C(C=1OC=CC1)O)NC(C)=O)O (2-furyl-α-acetamido-β-hydroxyethyl ketone). As a reaction SMILES: Cl.Cl.[NH2:3][CH2:4][C:5]([C:7]1[O:8][CH:9]=[CH:10][CH:11]=1)=[O:6].[C:12](OC(=O)C)(=[O:14])[CH3:13].[C:19]([O-])(=[O:21])C.[Na+].[C:24]([NH:27][CH2:28][C:29]([C:31]1[O:32][CH:33]=[CH:34][CH:35]=1)=[O:30])(=[O:26])[CH3:25].C=O.C(=O)(O)[O-].[Na+]>CO.C(O)(=O)C>[O:8]1[CH:9]=[CH:10][CH:11]=[C:7]1[CH:5]([OH:6])[CH:4]([C:19]([CH:28]([NH:27][C:24](=[O:26])[CH3:25])[CH:29]([OH:30])[C:31]1[O:32][CH:33]=[CH:34][CH:35]=1)=[O:21])[NH:3][C:12](=[O:14])[CH3:13] |f:1.2,4.5,8.9|. Reported procedure: U.S. Patent 2,547,712 describes a process for producing certain 1-[2-furyl]-2-aminopropane diols. In a more relevant disclosure, in Example 2 of the '712 patent, the compound 2-furyl aminomethyl ketone hydrochloride is produced by reacting a 2-furyl bromomethyl ketone hexamethylene tetraamine complex with HCl. In the next step the 2-furyl aminomethyl ketone is added to a mixture of glacial acetic acid and acetic anhydride to which is then added sodium acetate. The product of that reaction is 2-f... Starting materials: [N+](=O)([O-])C1=CC=C(CCl)C=C1 (p-nitrobenzyl chloride), Cl.Cl.C(C)C=1C=C(C=CC1)N1CCNCC1 (1-(3-ethylphenyl)piperazine dihydrochloride). Run in C(C)N(CC)CC (triethylamine). Product: C(C)C=1C=C(C=CC1)N1CCN(CC1)CC1=CC=C(C=C1)[N+](=O)[O-] (1-(3-ethylphenyl)-4-(p-nitrobenzyl)piperazine). RXN SMILES: [N+:1]([C:4]1[CH:11]=[CH:10][C:7]([CH2:8]Cl)=[CH:6][CH:5]=1)([O-:3])=[O:2].Cl.Cl.[CH2:14]([C:16]1[CH:17]=[C:18]([N:22]2[CH2:27][CH2:26][NH:25][CH2:24][CH2:23]2)[CH:19]=[CH:20][CH:21]=1)[CH3:15]>C(N(CC)CC)C>[CH2:14]([C:16]1[CH:17]=[C:18]([N:22]2[CH2:23][CH2:24][N:25]([CH2:8][C:7]3[CH:10]=[CH:11][C:4]([N+:1]([O-:3])=[O:2])=[CH:5][CH:6]=3)[CH2:26][CH2:27]2)[CH:19]=[CH:20][CH:21]=1)[CH3:15] |f:1.2.3|. Procedure details: In the manner given in Example 1A, p-nitrobenzyl chloride is reacted with 1-(3-ethylphenyl)piperazine dihydrochloride in the presence of triethylamine to give 1-(3-ethylphenyl)-4-(p-nitrobenzyl)piperazine.